This data is from the Open Reaction Database (ORD), a public repository of structured organic reaction records. The task is: describe an organic reaction: reactants, conditions, products, and yield Starting materials: [OH-].[Na+] (sodium hydroxide), BrN1C(CCC1=O)=O (N-bromosuccinimide), NC1=C(C#N)C(=CC=C1)C (2-amino-6-methylbenzonitrile). Solvent: CN(C=O)C (N,N-dimethylformamide), CN(C=O)C (N,N-dimethylformamide), O (water). Run at time 20 hour. Yields the product NC1=C(C#N)C(=C(C=C1)Br)C (2-amino-5-bromo-6-methylbenzonitrile). Isolated yield 92.5%. As a reaction SMILES: [NH2:1][C:2]1[CH:9]=[CH:8][CH:7]=[C:6]([CH3:10])[C:3]=1[C:4]#[N:5].[Br:11]N1C(=O)CCC1=O.[OH-].[Na+]>CN(C)C=O.O>[NH2:1][C:2]1[CH:9]=[CH:8][C:7]([Br:11])=[C:6]([CH3:10])[C:3]=1[C:4]#[N:5] |f:2.3|. Procedure: A stirred solution of 8.3 grams (0.063 mole) of 2-amino-6-methylbenzonitrile in 125 mL of N,N-dimethylformamide was cooled in an ice bath, and a solution of 11.2 grams (0.063 mole) of N-bromosuccinimide in 125 mL of N,N-dimethylformamide was added dropwise during a 30 minute period, while maintaining the reaction mixture temperature at about 15°-25° C. Upon completion of addition, the reaction mixture was stirred at ambient temperature for about 20 hours. After this time, the reaction mixture wa... The product is Nc1ccc2c(c1)C(=O)CC21CCCC1. Reactants: CO, Cl, O=C1CC2(CCCC2)c2ccc([N+](=O)[O-])cc21. Reaction SMILES: [CH3:18][OH:19].[ClH:20].[N+:1]([O-:2])(=[O:3])[c:4]1[cH:5][c:6]2[c:14]([cH:15][cH:16]1)[C:9]1([CH2:8][C:7]2=[O:17])[CH2:10][CH2:11][CH2:12][CH2:13]1>>[NH2:1][c:4]1[cH:5][c:6]2[c:14]([cH:15][cH:16]1)[C:9]1([CH2:8][C:7]2=[O:17])[CH2:10][CH2:11][CH2:12][CH2:13]1. Reactants: C(CCC)OC1=CC=CC=2C(C3=CC=CC(=C3C(C12)=O)OCCCC)=O (1,8-dibutoxyanthraquinone), [BH4-].[Na+] (sodium borohydride). Run in C(C)(C)O (isopropanol). Product: C(CCC)OC1=CC=CC2=CC3=CC=CC(=C3C=C12)OCCCC (1,8-dibutoxyanthracene). Yield: 85.6%. RXN SMILES: [CH2:1]([O:5][C:6]1[C:19]2[C:18](=O)[C:17]3[C:12](=[CH:13][CH:14]=[CH:15][C:16]=3[O:21][CH2:22][CH2:23][CH2:24][CH3:25])[C:11](=O)[C:10]=2[CH:9]=[CH:8][CH:7]=1)[CH2:2][CH2:3][CH3:4].[BH4-].[Na+]>C(O)(C)C>[CH2:22]([O:21][C:16]1[C:17]2[C:12](=[CH:11][C:10]3[C:19]([CH:18]=2)=[C:6]([O:5][CH2:1][CH2:2][CH2:3][CH3:4])[CH:7]=[CH:8][CH:9]=3)[CH:13]=[CH:14][CH:15]=1)[CH2:23][CH2:24][CH3:25] |f:1.2|. Reported procedure: A mixture of 1,8-dibutoxyanthraquinone (38 g, 0.108 mol), sodium borohydride (20.5 g, 0.54 mol), and 800 mL of isopropanol was stirred at reflux for 18 hours, and then cooled. The excess borohydride was destroyed by the cautious addition of 20% aqueous HCl, and the product was extracted into dichloromethane. The extract was washed with water and dried with MgSO4, and the solvent was removed. The residue was recrystallized from ligroin to produce 29.8 grams of 1,8-dibutoxyanthracene, which has th... RXN SMILES: [CH3:28][CH2:29][OH:30].[NH2:1][CH:2]1[CH:3]([OH:18])[C:4]([CH3:16])([CH3:17])[O:5][c:6]2[c:7]1[cH:8][c:9]([C:12]([F:13])([F:14])[F:15])[cH:10][cH:11]2.[c:19]1([N:25]=[C:26]=[O:27])[cH:20][cH:21][cH:22][cH:23][cH:24]1>>[NH:1]([CH:2]1[CH:3]([OH:18])[C:4]([CH3:16])([CH3:17])[O:5][c:6]2[c:7]1[cH:8][c:9]([C:12]([F:13])([F:14])[F:15])[cH:10][cH:11]2)[C:26]([NH:25][c:19]1[cH:20][cH:21][cH:22][cH:23][cH:24]1)=[O:27]. Yields the product CC1(C)Oc2ccc(C(F)(F)F)cc2C(NC(=O)Nc2ccccc2)C1O. Reactants: CCO, CC1(C)Oc2ccc(C(F)(F)F)cc2C(N)C1O, O=C=Nc1ccccc1. Reactants: O=C(O)Cc1cccc(Br)c1, C1CCOC1, O. Yields the product OCCc1cccc(Br)c1. RXN SMILES: [Br:1][c:2]1[cH:3][c:4]([CH2:8][C:9](=[O:10])[OH:11])[cH:5][cH:6][cH:7]1.[O:13]1[CH2:14][CH2:15][CH2:16][CH2:17]1.[OH2:12]>>[Br:1][c:2]1[cH:3][c:4]([CH2:8][CH2:9][OH:10])[cH:5][cH:6][cH:7]1. Starting materials: CC1=C(NC2=C1C(N(CCC2)CCN2CCOCC2)=O)C=O (3-methyl-5-(2-morpholin-4-yl-ethyl)-4-oxo-1,4,5,6,7,8-hexahydro-pyrrolo[3,2-c]azepine-2-carbaldehyde), FC=1C=C2CC(NC2=CC1)=O (5-fluoro-1,3-dihydro-indol-2-one). The product is FC=1C=C2/C(/C(NC2=CC1)=O)=C/C1=C(C=2C(N(CCCC2N1)CCN1CCOCC1)=O)C ((Z)-2-(5-fluoro-2-oxo-1,2-dihydro-indol-3-ylidenemethyl)-3-methyl-5-(2-morpholin-4-yl-ethyl)-5,6,7,8-tetrahydro-1H-pyrrolo[3,2-c]azepin-4-one). The yield is 51.5%. Reaction SMILES: [CH3:1][C:2]1[C:6]2[C:7](=[O:20])[N:8]([CH2:12][CH2:13][N:14]3[CH2:19][CH2:18][O:17][CH2:16][CH2:15]3)[CH2:9][CH2:10][CH2:11][C:5]=2[NH:4][C:3]=1[CH:21]=O.[F:23][C:24]1[CH:25]=[C:26]2[C:30](=[CH:31][CH:32]=1)[NH:29][C:28](=[O:33])[CH2:27]2>>[F:23][C:24]1[CH:25]=[C:26]2[C:30](=[CH:31][CH:32]=1)[NH:29][C:28](=[O:33])/[C:27]/2=[CH:21]\[C:3]1[NH:4][C:5]2[CH2:11][CH2:10][CH2:9][N:8]([CH2:12][CH2:13][N:14]3[CH2:15][CH2:16][O:17][CH2:18][CH2:19]3)[C:7](=[O:20])[C:6]=2[C:2]=1[CH3:1]. Procedure details: The title compound was prepared under the same conditions as described in step 4 of Example 10 with 3-methyl-5-(2-morpholin-4-yl-ethyl)-4-oxo-1,4,5,6,7,8-hexahydro-pyrrolo[3,2-c]azepine-2-carbaldehyde 10c obtained from step 3 of Example 10 and 5-fluoro-1,3-dihydro-indol-2-one as starting materials to obtain (Z)-2-(5-fluoro-2-oxo-1,2-dihydro-indol-3-ylidenemethyl)-3-methyl-5-(2-morpholin-4-yl-ethyl)-5,6,7,8-tetrahydro-1H-pyrrolo[3,2-c]azepin-4-one 11 (29 mg, yield 51.5%) as a yellow solid. Reactants: Cl (hydrochloric acid), CC(C)OC=1C=C(C=C2C=C(NC12)C=1SC(CN1)CC(=O)OCC)OC1=NC=C(C=C1)S(=O)(=O)C (ethyl {2-[7-(1-methylethoxy)-5-{[5-(methylsulfonyl)pyridin-2-yl]oxy}-1H-indol-2-yl]-4,5-dihydro-1,3-thiazol-5-yl}acetate), O1CCCC1 (tetrahydrofuran), [OH-].[Na+] (sodium hydroxide). Run in O (Water), C(C)O (ethanol). Reaction conditions: temperature 50 celsius, time 3 hour. The product is CC(C)OC=1C=C(C=C2C=C(NC12)C=1SC(CN1)CC(=O)O)OC1=NC=C(C=C1)S(=O)(=O)C ({2-[7-(1-Methylethoxy)-5-{[5-(methylsulfonyl)pyridin-2-yl]oxy}-1H-indol-2-yl]-4,5-dihydro-1,3-thiazol-5-yl}acetic acid). Isolated yield 89.5%. RXN SMILES: [CH3:1][CH:2]([O:4][C:5]1[CH:6]=[C:7]([O:25][C:26]2[CH:31]=[CH:30][C:29]([S:32]([CH3:35])(=[O:34])=[O:33])=[CH:28][N:27]=2)[CH:8]=[C:9]2[C:13]=1[NH:12][C:11]([C:14]1[S:15][CH:16]([CH2:19][C:20]([O:22]CC)=[O:21])[CH2:17][N:18]=1)=[CH:10]2)[CH3:3].O1CCCC1.[OH-].[Na+].Cl>O.C(O)C>[CH3:3][CH:2]([O:4][C:5]1[CH:6]=[C:7]([O:25][C:26]2[CH:31]=[CH:30][C:29]([S:32]([CH3:35])(=[O:33])=[O:34])=[CH:28][N:27]=2)[CH:8]=[C:9]2[C:13]=1[NH:12][C:11]([C:14]1[S:15][CH:16]([CH2:19][C:20]([OH:22])=[O:21])[CH2:17][N:18]=1)=[CH:10]2)[CH3:1] |f:2.3|. Procedure details: A mixture of ethyl {2-[7-(1-methylethoxy)-5-{[5-(methylsulfonyl)pyridin-2-yl]oxy}-1H-indol-2-yl]-4,5-dihydro-1,3-thiazol-5-yl}acetate (980 mg), tetrahydrofuran (10 mL), ethanol (10 mL) and 1M aqueous sodium hydroxide solution (10 mL) was stirred at 50° C. for 3 h. Water and 1M hydrochloric acid (10 mL) were added to the mixture and the mixture was extracted with ethyl acetate. The organic layer was washed with brine, dried (MgSO4), filtered, and concentrated in vacuo. The residual crystals were ... Reactants: C(C1=CC=CC=C1)OC(=O)NC=1C=CC(=C(C1)F)N1C=NC(=C1)C (5-Benzyloxycarbonylamino-2-(4-methylimidazol-1-yl)fluorobenzene), C([C@H]1CO1)OC(CCC)=O ((R)-glycidylbutyrate), C([O-])(O)=O.[Na+] (sodium bicarbonate), C(CCC)[Li] (n-butyllithium). Run in O1CCCC1 (tetrahydrofuran), CN1C(N(CCC1)C)=O (1,3-dimethyl-2,4,5,6-tetrahydro-2(1H)-pyrimidinone), O1CCCC1 (tetrahydrofuran), C(C)(=O)OCC (ethyl acetate). Conditions: time 30 minute. Product: FC=1C=C(C=CC1N1C=NC(=C1)C)N1C(O[C@H](C1)CO)=O (3-(3-Fluoro-4-(4-methylimidazol-1-yl)phenyl)-5(R)-hydroxymethyloxazolidin-2-one). Isolated yield 33.7%. As a reaction SMILES: C(O[C:9]([NH:11][C:12]1[CH:13]=[CH:14][C:15]([N:19]2[CH:23]=[C:22]([CH3:24])[N:21]=[CH:20]2)=[C:16]([F:18])[CH:17]=1)=O)C1C=CC=CC=1.C([Li])CCC.[CH2:30]([O:34][C:35](=[O:39])CCC)[C@@H:31]1[O:33]C1.C(=O)(O)[O-].[Na+]>O1CCCC1.CN1CCCN(C)C1=O.C(OCC)(=O)C>[F:18][C:16]1[CH:17]=[C:12]([N:11]2[CH2:9][C@H:30]([CH2:31][OH:33])[O:34][C:35]2=[O:39])[CH:13]=[CH:14][C:15]=1[N:19]1[CH:23]=[C:22]([CH3:24])[N:21]=[CH:20]1 |f:3.4|. Procedure: 5-Benzyloxycarbonylamino-2-(4-methylimidazol-1-yl)fluorobenzene (54 g, 0.166 M) was dissolved in a mixture of dry tetrahydrofuran (600 ml) and 1,3-dimethyl-2,4,5,6-tetrahydro-2(1H)-pyrimidinone (100 ml) under nitrogen, cooled to −70°, and treated with a solution of n-butyllithium (1.6 M in isohexane, 114 ml), over 30 minutes. After stirring for 30 minutes at 25–70°, a solution of (R)-glycidylbutyrate (26.35 g, 0.183 M) in dry tetrahydrofuran (50 ml) was added over 15 minutes. Stirring was contin... The reactants are CN(C1C(CCC(C1)C(C)C)(C)O)C (2-dimethylamino-1-p-menthanol), C(CCCCCC)Br (heptyl bromide), CN(C=O)C (dimethylformamide). The solvent is O (water). Reaction conditions: temperature 90 celsius. Product: [Br-].C[N+](C1C(CCC(C1)C(C)C)(C)O)(CCCCCCC)C (Dimethyl heptyl (1-hydroxy-p-menthan-2-yl) ammonium bromide). As a reaction SMILES: [CH3:1][N:2]([CH3:14])[CH:3]1[CH2:8][CH:7]([CH:9]([CH3:11])[CH3:10])[CH2:6][CH2:5][C:4]1([OH:13])[CH3:12].[CH2:15]([Br:22])[CH2:16][CH2:17][CH2:18][CH2:19][CH2:20]C.[CH3:23]N(C)C=O>O>[Br-:22].[CH3:14][N+:2]([CH3:23])([CH2:1][CH2:15][CH2:16][CH2:17][CH2:18][CH2:19][CH3:20])[CH:3]1[CH2:8][CH:7]([CH:9]([CH3:11])[CH3:10])[CH2:6][CH2:5][C:4]1([OH:13])[CH3:12] |f:4.5|. Reported procedure: Five grams of 2-dimethylamino-1-p-menthanol and 10 g. of heptyl bromide were dissolved in 5 ml. of dimethylformamide. The solution was warmed at 90°C (under nitrogen) for 16 hours, cooled to room temperature and diluted with water (approximately 100 ml.). The mixture was transferred to a separatory funnel and washed three times with ethyl ether (20-25 ml.). The neutral, aqueous phase was concentrated to dryness on a film evaporator (at 50°C). Ninety-five percent ethanol was added to the flask co...